Dataset: the Open Reaction Database (ORD), a public repository of structured organic reaction records. Task: describe an organic reaction: reactants, conditions, products, and yield Starting materials: BrN1C(CCC1=O)=O (N-bromosuccinimide), COC(=O)C=1C(=C(C=2N(C1)C=CN2)Cl)NC2=C(C=C(C=C2)Br)Cl (7-(4-bromo-2-chlorophenylamino)-8chloroimidazo[1,2-a]pyridine-6-carboxylic acid methyl ester). Solvent: C(Cl)(Cl)Cl (chloroform), C(C)(=O)OCC (ethyl acetate). Run at time 5 hour. Yields the product COC(=O)C=1C(=C(C=2N(C1)C(=CN2)Br)Cl)NC2=C(C=C(C=C2)Br)Cl (3-bromo-7-(4-bromo-2-chlorophenylamino)-8-chloroimidazo[1,2-a]pyridine-6-carboxylic acid methyl ester). RXN SMILES: [Br:1]N1C(=O)CCC1=O.[CH3:9][O:10][C:11]([C:13]1[C:14]([NH:23][C:24]2[CH:29]=[CH:28][C:27]([Br:30])=[CH:26][C:25]=2[Cl:31])=[C:15]([Cl:22])[C:16]2[N:17]([CH:19]=[CH:20][N:21]=2)[CH:18]=1)=[O:12]>C(Cl)(Cl)Cl.C(OCC)(=O)C>[CH3:9][O:10][C:11]([C:13]1[C:14]([NH:23][C:24]2[CH:29]=[CH:28][C:27]([Br:30])=[CH:26][C:25]=2[Cl:31])=[C:15]([Cl:22])[C:16]2[N:17]([C:19]([Br:1])=[CH:20][N:21]=2)[CH:18]=1)=[O:12]. Reported procedure: N-bromosuccinimide (14 mg, 0.080 mmol) was added to a solution of 7-(4-bromo-2-chlorophenylamino)-8chloroimidazo[1,2-a]pyridine-6-carboxylic acid methyl ester (30 mg, 0.072 mmol) in chloroform (1.0 mL). After stirring for five hours the reaction was diluted with ethyl acetate, washed with NaHSO3, brine, dried over Na2SO4, and concentrated to a yellow solid (33 mg, 92%). MS APCI (+) m/z 494, 496, 498 (M+, Cl, Br pattern) detected. 1H NMR (400 MHz, CDCl3) δ 8.82 (s, 1H), 8.65 (s, 1H), 7.67 (s, 1H)... The reactants are C(=O)N (formamide), compound ( VI ), S(O)(O)(=O)=O (sulfuric acid), C1(=CC=CC=C1)N1CNC(C12CCNCC2)=O (1-phenyl-1,3,8-triazaspiro[4.5]decan-4-one), C(=O)N (formamide). Run in O (water). Product: C1(=CC=CC=C1)N1C=NC(C12CCNCC2)=O (1-phenyl-1,3,8-triazaspiro[4.5]dec-2-en-4-one). As a reaction SMILES: S(=O)(=O)(O)O.C(N)=O.[C:9]1([N:15]2[C:19]3([CH2:24][CH2:23][NH:22][CH2:21][CH2:20]3)[C:18](=[O:25])[NH:17][CH2:16]2)[CH:14]=[CH:13][CH:12]=[CH:11][CH:10]=1>O>[C:9]1([N:15]2[C:19]3([CH2:20][CH2:21][NH:22][CH2:23][CH2:24]3)[C:18](=[O:25])[N:17]=[CH:16]2)[CH:10]=[CH:11][CH:12]=[CH:13][CH:14]=1. Reported procedure: As shown in Scheme 2, Compounds (I) wherein R is hydrogen can be prepared from a piperidine-4-one (V) through a compound (VI) according to known procedures as described in U.S. Pat. No. 3,238,216. First, the compound (V) can be reacted with a hydrochloric acid salt of an amino compound (VII) (i.e., XNH2) in the presence of a suitable cyanating agent such as potassium cyanide (KCN), to give the compound (VI). This reaction can be carried out in a suitable reaction inert solvent such as water at 0... Reactants: COC(CCCCC1=NC=2NCCCC2C=C1)=O (5-(5,6,7,8-Tetrahydro-[1,8]naphthyridin-2-yl)-pentanoic acid methyl ester), Cl (HCl). Reaction conditions: temperature 50 celsius. Yields the product Cl.N1=C(C=CC=2CCCNC12)CCCCC(=O)O (5-(5,6,7,8-Tetrahydro-[1,8]naphthyridin-2-yl)-pentanoic acid hydrochloride). RXN SMILES: C[O:2][C:3](=[O:18])[CH2:4][CH2:5][CH2:6][CH2:7][C:8]1[CH:17]=[CH:16][C:15]2[CH2:14][CH2:13][CH2:12][NH:11][C:10]=2[N:9]=1.[ClH:19]>>[ClH:19].[N:9]1[C:10]2[NH:11][CH2:12][CH2:13][CH2:14][C:15]=2[CH:16]=[CH:17][C:8]=1[CH2:7][CH2:6][CH2:5][CH2:4][C:3]([OH:18])=[O:2] |f:2.3|. Procedure: A mixture of 1-5 (620 mg, 2.50 mmol) and 6N HCl (12 mL) was heated at 50° C. for 18 h. Evaporative removal of the solvent gave 1-6 as a yellow solid.